This data is from the Open Reaction Database (ORD), a public repository of structured organic reaction records. The task is: describe an organic reaction: reactants, conditions, products, and yield Reactants: N1=CC(=CC=C1)CCC(=O)N1CCN(CC1)C(=O)OC(C)(C)C (tert-butyl 4-[3-(pyridin-3-yl)propanoyl]piperazine-1-carboxylate), B.O1CCCC1 (borane tetrahydrofuran), CO (methanol). Solvent: O1CCCC1 (tetrahydrofuran). Product: N1=CC(=CC=C1)CCCN1CCN(CC1)C(=O)OC(C)(C)C (tert-butyl 4-[3-(pyridin-3-yl)propyl]piperazine-1-carboxylate). Isolated yield 99.7%. RXN SMILES: [N:1]1[CH:6]=[CH:5][CH:4]=[C:3]([CH2:7][CH2:8][C:9]([N:11]2[CH2:16][CH2:15][N:14]([C:17]([O:19][C:20]([CH3:23])([CH3:22])[CH3:21])=[O:18])[CH2:13][CH2:12]2)=O)[CH:2]=1.B.O1CCCC1.CO>O1CCCC1>[N:1]1[CH:6]=[CH:5][CH:4]=[C:3]([CH2:7][CH2:8][CH2:9][N:11]2[CH2:12][CH2:13][N:14]([C:17]([O:19][C:20]([CH3:23])([CH3:22])[CH3:21])=[O:18])[CH2:15][CH2:16]2)[CH:2]=1 |f:1.2|. Reported procedure: Under a nitrogen atmosphere, to a solution of 1.5 g of tert-butyl 4-[3-(pyridin-3-yl)propanoyl]piperazine-1-carboxylate in 25 mL of tetrahydrofuran was added 7 mL of a 1 M borane/tetrahydrofuran solution under ice-cooling. The mixture was heated to reflux for 6 hours, and then cooled to room temperature, and 10 mL of methanol was added thereto, followed by further heating to reflux for 16 hours. After cooling to room temperature, the mixture was concentrated under reduced pressure, and a mixture... The reactants are C(C)(=O)OC(C)=O (acetic anhydride), N1[C@H](C(=O)O)CCC1 (L-proline), ice. Solvent: C(=O)O (formic acid). Reaction conditions: time 2 hour. Yields the product C(=O)N1[C@H](C(=O)O)CCC1 ((S)-(-)-N-formylproline). RXN SMILES: [NH:1]1[CH2:8][CH2:7][CH2:6][C@H:2]1[C:3]([OH:5])=[O:4].[C:9](OC(=O)C)(=[O:11])C>C(O)=O>[CH:9]([N:1]1[CH2:8][CH2:7][CH2:6][C@H:2]1[C:3]([OH:5])=[O:4])=[O:11]. Procedure details: To a solution of 5.0 g (0.0434 mol) of L-proline in 92 ml of 97% formic acid maintained at 5°-10° was slowly added 30 ml of acetic anhydride. The solution was stirred for 2 hr. at room temperature followed by the addition of 35 ml of ice-cold water. Evaporation of the mixture afforded (S)-(-)-N-formylproline ([α]D2: =-105°, c=2.885, methanol), a clear, viscous, pale-yellow oil utilized directly in the next step. The (S)-(-)-N-formylproline was reduced by adding a solution of it in 20 ml of tetra... The reactants are [OH-].[Na+] (sodium hydroxide), NC(=S)N (thiourea), S(O)(O)(=O)=O (sulfuric acid), BrC=1SC2=C(N1)C=CC(=C2)C=2C=C(C=CC2OCC2CCCCC2)CCC(=O)OCC (ethyl 3-[3-(2-bromobenzothiazol-6-yl)-4-cyclohexylmethyloxyphenyl]propionate). Solvent: C(C)#N (acetonitrile), O (water). Run at temperature 90 celsius, time 20 hour. The product is C1(CCCC1)COC1=C(C=C(C=C1)CCC(=O)O)C1=CC2=C(NC(S2)=S)C=C1 (3-[4-cyclopentylmethyloxy-3-(2-thioxo-2,3-dihydrobenzothiazol-6-yl)phenyl]propionic acid). The yield is 55.3%. As a reaction SMILES: NC(N)=[S:3].S(=O)(=O)(O)O.Br[C:11]1[S:12][C:13]2[CH:19]=[C:18]([C:20]3[CH:21]=[C:22]([CH2:34][CH2:35][C:36]([O:38]CC)=[O:37])[CH:23]=[CH:24][C:25]=3[O:26][CH2:27][CH:28]3[CH2:33][CH2:32][CH2:31]C[CH2:29]3)[CH:17]=[CH:16][C:14]=2[N:15]=1.[OH-].[Na+]>C(#N)C.O>[CH:28]1([CH2:27][O:26][C:25]2[CH:24]=[CH:23][C:22]([CH2:34][CH2:35][C:36]([OH:38])=[O:37])=[CH:21][C:20]=2[C:18]2[CH:17]=[CH:16][C:14]3[NH:15][C:11](=[S:3])[S:12][C:13]=3[CH:19]=2)[CH2:33][CH2:32][CH2:31][CH2:29]1 |f:3.4|. Reported procedure: A solution obtained beforehand by adding thiourea (52 mg, WAKO) to 1 M sulfuric acid (5 ml) and mixing them was added with a solution of Intermediate 76 (101 mg) in acetonitrile (5 ml), and stirred at 90° C. for 20 hours. The reaction mixture was poured into water (20 ml), neutralized by addition of 1 N aqueous sodium hydroxide under ice cooling, and then extracted with ethyl acetate (80 ml×3). The organic layer was washed with saturated brine and dried, and then the solvent was evaporated under... The reactants are P(=O)(Cl)(Cl)Cl (phosphorus oxychloride), COC=1C=C(C=CC1OC)CC(=O)O (α-(3,4-dimethoxyphenyl)acetic acid), CN(C=O)C (dimethylformamide). Conditions: temperature 70 celsius. Yields the product COC=1C=C(C=CC1OC)C(C=O)=CN(C)C (2-(3,4-dimethoxyphenyl)-3-dimethylamino-2-propenal). Reaction SMILES: P(Cl)(Cl)(Cl)=O.[CH3:6][O:7][C:8]1[CH:9]=[C:10]([CH2:16][C:17]([OH:19])=O)[CH:11]=[CH:12][C:13]=1[O:14][CH3:15].[CH3:20][N:21]([CH3:24])[CH:22]=O>>[CH3:6][O:7][C:8]1[CH:9]=[C:10]([C:16](=[CH:20][N:21]([CH3:24])[CH3:22])[CH:17]=[O:19])[CH:11]=[CH:12][C:13]=1[O:14][CH3:15]. Procedure: The intermediate 2-(3,4-dimethoxyphenyl)-3-dimethylamino-2-propenal was prepared as follows: To a chilled 1260 ml. portion of dimethylformamide was added dropwise 230 ml. of phosphorus oxychloride followed by addition of 196 g. of α-(3,4-dimethoxyphenyl)acetic acid. The reaction mixture was heated at about 70° C. on a steam bath for 3 hours, allowed to cool and then concentrated in vacuo to remove the solvent and excess volatile reactants. The resulting product was used directly in the above pro... Starting materials: Ca(OH)2, C(C(O)C)(=O)O (lactic acid), C(C(O)C)(=O)[O-].[Ca+2].C(C(O)C)(=O)[O-] (calcium lactate), Ca(OH)2, O.C(CC(O)(C(=O)O)CC(=O)O)(=O)O (citric acid monohydrate). The solvent is O (water), O (water). Product: liquid ( A ), C(CC(O)(C(=O)O)CC(=O)O)(=O)O (citric acid). As a reaction SMILES: C(O)(=O)C(C)O.C([O-])(=O)C(C)O.[Ca+2].C([O-])(=O)C(C)O.O.[C:21]([OH:33])(=[O:32])[CH2:22][C:23]([CH2:28][C:29]([OH:31])=[O:30])([C:25]([OH:27])=[O:26])[OH:24]>O>[C:21]([OH:33])(=[O:32])[CH2:22][C:23]([CH2:28][C:29]([OH:31])=[O:30])([C:25]([OH:27])=[O:26])[OH:24] |f:1.2.3,4.5|. Procedure details: In a vessel, the following liquid (A) was prepared by adding and mixing 32 kg of water, 8 kg of Ca(OH)2 and 9.8 kg of lactic acid 88%. This liquid was kept at 80° C. in order to keep the calcium lactate dissolved and was continuously stirred to keep the excess Ca(OH)2 suspended. In an other vessel a citric acid solution was prepared by adding and mixing 50 kg of citric acid monohydrate and 32 kg of water.